Task: describe an organic reaction: reactants, conditions, products, and yield. Dataset: the Open Reaction Database (ORD), a public repository of structured organic reaction records Starting materials: [H][H] (hydrogen), ClC=1C=C(C=CC1Cl)[N+](=O)[O-] (3,4-dichloronitrobenzene), P(O)(O)O (phosphorous acid), [H][H] (hydrogen). Reagents/catalysts: [Pt] (platinum), [Pt] (platinum), [Pt] (platinum), [Ti] (titanium). The solvent is O (water). Conditions: temperature 90 celsius, time 22.5 minute. Yields the product ClC=1C=C(N)C=CC1Cl (3,4-dichloroaniline). The yield is 90.0%. RXN SMILES: [Cl:1][C:2]1[CH:3]=[C:4]([N+:9]([O-])=O)[CH:5]=[CH:6][C:7]=1[Cl:8].P(O)(O)O.[H][H]>[Ti].[Pt].O>[Cl:1][C:2]1[CH:3]=[C:4]([CH:5]=[CH:6][C:7]=1[Cl:8])[NH2:9]. Reported procedure: A titanium autoclave equipped with a jacket for heating, coils for circulating temperature controlled water and an efficient agitator was charged with 300 parts of 3,4-dichloronitrobenzene, 0.30 part of phosphorous acid and 0.006 part of platinum (the actual charge consisting of an aqueous paste of platinum deposited on a carbon support, the quantity of platinum on the support being 5.0 weight % on a dry basis). Air in the autoclave and lines was displaced by pressuring with nitrogen and releasi...